From a dataset of the Open Reaction Database (ORD), a public repository of structured organic reaction records. describe an organic reaction: reactants, conditions, products, and yield Starting materials: C(C)(C)(C)N1CCN(CC1)CC=1C=C(C=CC1)B(O)O (3-(4-tert-Butyl-piperazin-1-ylmethyl)-phenyl boronic acid), C(=O)([O-])[O-].[Na+].[Na+] (Na2CO3), BrC=1C=C(C=NC1)C1=CC(=NC(=C1)NCC1CC1)C1=NC=CC=C1 ((5″-Bromo-[2,2′;4′,3″]terpyridin-6′-yl)-cyclopropylmethyl-amine). The reagents and catalysts are C1=CC=C(C=C1)P([C-]2C=CC=C2)C3=CC=CC=C3.C1=CC=C(C=C1)P([C-]2C=CC=C2)C3=CC=CC=C3.Cl[Pd]Cl.[Fe+2] ([1,1′-Bis(diphenylphosphino)-ferrocene]dichloropalladium (II)). Solvent: COCCOC (DME), C(Cl)Cl (DCM), C(Cl)Cl (DCM). Product: C(C)(C)(C)N1CCN(CC1)CC=1C=C(C=CC1)C=1C=C(C=NC1)C1=CC(=NC(=C1)NCC1CC1)C1=NC=CC=C1 ({5″-[3-(4-tert-Butyl-piperazin-1-ylmethyl)-phenyl]-[2,2′;4′,3″]terpyridin-6′-yl}-cyclopropylmethyl-amine). Reaction SMILES: [C:1]([N:5]1[CH2:10][CH2:9][N:8]([CH2:11][C:12]2[CH:13]=[C:14](B(O)O)[CH:15]=[CH:16][CH:17]=2)[CH2:7][CH2:6]1)([CH3:4])([CH3:3])[CH3:2].C([O-])([O-])=O.[Na+].[Na+].Br[C:28]1[CH:29]=[C:30]([C:34]2[CH:39]=[C:38]([NH:40][CH2:41][CH:42]3[CH2:44][CH2:43]3)[N:37]=[C:36]([C:45]3[CH:50]=[CH:49][CH:48]=[CH:47][N:46]=3)[CH:35]=2)[CH:31]=[N:32][CH:33]=1>COCCOC.C(Cl)Cl.C1C=CC(P(C2C=CC=CC=2)[C-]2C=CC=C2)=CC=1.C1C=CC(P(C2C=CC=CC=2)[C-]2C=CC=C2)=CC=1.Cl[Pd]Cl.[Fe+2]>[C:1]([N:5]1[CH2:10][CH2:9][N:8]([CH2:11][C:12]2[CH:13]=[C:14]([C:28]3[CH:29]=[C:30]([C:34]4[CH:39]=[C:38]([NH:40][CH2:41][CH:42]5[CH2:43][CH2:44]5)[N:37]=[C:36]([C:45]5[CH:50]=[CH:49][CH:48]=[CH:47][N:46]=5)[CH:35]=4)[CH:31]=[N:32][CH:33]=3)[CH:15]=[CH:16][CH:17]=2)[CH2:7][CH2:6]1)([CH3:4])([CH3:3])[CH3:2] |f:1.2.3,7.8.9.10|. Procedure details: To a solution of 3-(4-tert-Butyl-piperazin-1-ylmethyl)-phenyl boronic acid (Intermediate B11) (1.5 eq, 0.197 mmol, 54 mg) and 2M Na2CO3 (2.0 eq, 0.262 mmol, 0.13 ml) in DME (1 ml) are added (5″-Bromo-[2,2′;4′,3″]terpyridin-6′-yl)-cyclopropylmethyl-amine (Example 2.149; step1) (1 eq, 0.131 mmol, 50 mg) and [1,1′-Bis(diphenylphosphino)-ferrocene]dichloropalladium (II), complex with DCM (0.1 eq, 0.0131 mmol, 9.6 mg). The reaction mixture is heated using microwave radiation at 90° C. for 3 hours. Th... Reactants: BrCC1=C(C=NC2=C(C=CC=C12)NC(C1=C(C=CC=C1Cl)Cl)=O)C#N (4-bromomethyl-8-(2,6-dichlorobenzoylamino)-3-cyanoquinoline), C(C)(=O)[O-].[Na+] (sodium acetate), O (water). The solvent is CN(C=O)C (dimethylformamide). Reaction conditions: time 8 hour. The product is C(C)(=O)OCC1=C(C=NC2=C(C=CC=C12)NC(C1=C(C=CC=C1Cl)Cl)=O)C#N (4-acetoxymethyl-3-cyano-8-(2,6-dichlorobenzoylamino)quinoline). The yield is 23.8%. RXN SMILES: Br[CH2:2][C:3]1[C:12]2[C:7](=[C:8]([NH:13][C:14](=[O:23])[C:15]3[C:20]([Cl:21])=[CH:19][CH:18]=[CH:17][C:16]=3[Cl:22])[CH:9]=[CH:10][CH:11]=2)[N:6]=[CH:5][C:4]=1[C:24]#[N:25].[C:26]([O-:29])(=[O:28])[CH3:27].[Na+].O>CN(C)C=O>[C:26]([O:29][CH2:2][C:3]1[C:12]2[C:7](=[C:8]([NH:13][C:14](=[O:23])[C:15]3[C:20]([Cl:21])=[CH:19][CH:18]=[CH:17][C:16]=3[Cl:22])[CH:9]=[CH:10][CH:11]=2)[N:6]=[CH:5][C:4]=1[C:24]#[N:25])(=[O:28])[CH3:27] |f:1.2|. Procedure details: A mixture of 4-bromomethyl-8-(2,6-dichlorobenzoylamino)-3-cyanoquinoline (238 mg) and sodium acetate (94 mg) in dimethylformamide (1 ml) was stirred at ambient temperature overnight. To the residue was added water and extracted with ethyl acetate. The organic layer was washed with brine, dried over magnesium sulfate and evaporated in vacuo. The residue was purified by preparative thin layer chromatography (n-hexane-dichloromethane) to give 4-acetoxymethyl-3-cyano-8-(2,6-dichlorobenzoylamino)quin... The reactants are OS(=O)(=O)[O-].[Na+] (NaHSO4), C(C)OC(=O)CC(=O)NC1=CC2=CC=CC=C2C=C1 (2-((ethoxycarbonyl)methylcarbonylamino)naphthalene), [Li+].[OH-] (LiOH). Solvent: CO (MeOH), O (water). Conditions: time 3 hour. Yields the product C(=O)(O)CC(=O)NC1=CC2=CC=CC=C2C=C1 (2-((carboxy)methylcarbonyl-amino)naphthalene). Isolated yield 97.8%. RXN SMILES: C([O:3][C:4]([CH2:6][C:7]([NH:9][C:10]1[CH:19]=[CH:18][C:17]2[C:12](=[CH:13][CH:14]=[CH:15][CH:16]=2)[CH:11]=1)=[O:8])=[O:5])C.[Li+].[OH-].OS([O-])(=O)=O.[Na+]>CO.O>[C:4]([CH2:6][C:7]([NH:9][C:10]1[CH:19]=[CH:18][C:17]2[C:12](=[CH:13][CH:14]=[CH:15][CH:16]=2)[CH:11]=1)=[O:8])([OH:5])=[O:3] |f:1.2,3.4|. Procedure: To a solution of 2-((ethoxycarbonyl)methylcarbonylamino)naphthalene (2.3 g, 8.9 mmol) in MeOH (40 mL) was added a solution of LiOH (1.18 g, 27 mmol) in water (40 mL). The reaction mixture was stirred at ambient temperature. After 3 hours, the reaction mixture was acidified to pH 2–3 by 2N NaHSO4, then extracted with ethyl acetate (3×50 mL). The organic layer was dried over Na2SO4 and evaporated in vacuo to afford 2-((carboxy)methylcarbonyl-amino)naphthalene (2.0 g, 8.7 mmol) as a solid that was ... Reactants: ClC=1C=C(C=C(C1)S)CC(=O)O ((3-chloro-5-mercaptophenyl)acetic acid), C1(=CC=CC=C1)S(=O)(=O)C1=CC(=C(C=C1)F)F (3,4-difluorophenyl phenyl sulfone). The product is ClC=1C=C(C=C(C1)SC1=C(C=C(C=C1)S(=O)(=O)C1=CC=CC=C1)F)CC(=O)O ((3-chloro-5-{[2-fluoro-4-(phenylsulfonyl)phenyl]thio}phenyl)acetic acid). RXN SMILES: [Cl:1][C:2]1[CH:3]=[C:4]([CH2:9][C:10]([OH:12])=[O:11])[CH:5]=[C:6]([SH:8])[CH:7]=1.[C:13]1([S:19]([C:22]2[CH:27]=[CH:26][C:25](F)=[C:24]([F:29])[CH:23]=2)(=[O:21])=[O:20])[CH:18]=[CH:17][CH:16]=[CH:15][CH:14]=1>>[Cl:1][C:2]1[CH:3]=[C:4]([CH2:9][C:10]([OH:12])=[O:11])[CH:5]=[C:6]([S:8][C:25]2[CH:26]=[CH:27][C:22]([S:19]([C:13]3[CH:18]=[CH:17][CH:16]=[CH:15][CH:14]=3)(=[O:21])=[O:20])=[CH:23][C:24]=2[F:29])[CH:7]=1. Procedure details: The title compound was prepared as described in example 1 step vi) but instead using the product from example 71 step (i) and the product from example 24 step (i). The product is OC1=CC=C(C=C1)/C=C/C(=O)NN (trans-3-(4-hydroxyphenyl)acrylohydrazide). Reaction conditions: time 2 hour. The reactants are OC1=CC=C(C=CC(=O)O)C=C1 (4-hydroxycinnamic acid), C=1C=CC2=C(C1)N=NN2O (HOBt), CCN=C=NCCCN(C)C.Cl (EDC.HCl), ice, NN (hydrazine), C1=CCCCC1 (cyclohexene). Yield: 36.5%. Procedure details: To a stirred solution of 4-hydroxycinnamic acid (3.28 g, 20 mmol) in acetonitrile (40 ml) was added HOBt (3.24 g, 24 mmol) and EDC.HCl (4.6 g, 24 mmol). The mixture was stirred at room temperature for 2 h, and the resulting yellow suspension was cooled to 0° C. by an ice bath. A ice-cold solution of hydrazine (1.25 ml, 40 mmol) and cyclohexene (0.61 ml, 6 mmol) in acetonitrile (30 ml) was added into the suspension in one portion, and the mixture was stirred at 0° C. for 20 min, then all owed to ... The solvent is C(C)#N (acetonitrile), C(C)#N (acetonitrile). Reaction SMILES: [OH:1][C:2]1[CH:12]=[CH:11][C:5]([CH:6]=[CH:7][C:8](O)=[O:9])=[CH:4][CH:3]=1.C1C=CC2N(O)[N:20]=[N:19]C=2C=1.CCN=C=NCCCN(C)C.Cl.NN.C1CCCCC=1>C(#N)C>[OH:1][C:2]1[CH:12]=[CH:11][C:5](/[CH:6]=[CH:7]/[C:8]([NH:19][NH2:20])=[O:9])=[CH:4][CH:3]=1 |f:2.3|.